describe an organic reaction: reactants, conditions, products, and yield From a dataset of the Open Reaction Database (ORD), a public repository of structured organic reaction records. Starting materials: Clc1ncc(Br)cn1, CC(C)(C)OC(=O)N1C2CCC(C2)C1CN, Cc1ccccc1C, CCN(C(C)C)C(C)C, [K+], [K+], O=C([O-])[O-]. Yields the product CC(C)(C)OC(=O)N1C2CCC(C2)C1CNc1ncc(Br)cn1. RXN SMILES: [Br:1][c:2]1[cH:3][n:4][c:5]([Cl:8])[n:6][cH:7]1.[C:9]([CH3:10])([CH3:11])([CH3:12])[O:13][C:14](=[O:15])[N:16]1[CH:17]2[CH2:18][CH2:19][CH:20]([CH:21]1[CH2:22][NH2:23])[CH2:24]2.[CH3:40][c:41]1[c:42]([CH3:43])[cH:44][cH:45][cH:46][cH:47]1.[CH:31]([N:32]([CH2:33][CH3:34])[CH:35]([CH3:36])[CH3:37])([CH3:38])[CH3:39].[K+:25].[K+:26].[O-:27][C:28]([O-:29])=[O:30]>>[Br:1][c:2]1[cH:3][n:4][c:5]([NH:23][CH2:22][CH:21]2[N:16]([C:14]([O:13][C:9]([CH3:10])([CH3:11])[CH3:12])=[O:15])[CH:17]3[CH2:18][CH2:19][CH:20]2[CH2:24]3)[n:6][cH:7]1. Reactants: C(C1=CC=CC=C1)OC1=CC(=C(C(=O)N2[C@@H](C[C@H](C2)O)CO)C=C1OC)[N+](=O)[O-] (N-[4-Benzyloxy-5-methoxy-2-nitro-benzoyl]-(2S,4R)-[4-hydroxy-2-(hydroxymethyl)pyrrolidine]), O.O.Cl[Sn]Cl (SnCl2.2H2O), CCOC(=O)C (EtOAc). Run in CO (MeOH). Run at time 3 hour. Product: NC1=C(C(=O)N2[C@@H](C[C@H](C2)O)CO)C=C(C(=C1)OCC1=CC=CC=C1)OC (N-[2-Amino-4-benzyloxy-5-methoxy-benzoyl]-(2S,4R)-[4-hydroxy-2-(hydroxymethyl)pyrrolidine]). As a reaction SMILES: [CH2:1]([O:8][C:9]1[C:24]([O:25][CH3:26])=[CH:23][C:12]([C:13]([N:15]2[CH2:19][C@H:18]([OH:20])[CH2:17][C@H:16]2[CH2:21][OH:22])=[O:14])=[C:11]([N+:27]([O-])=O)[CH:10]=1)[C:2]1[CH:7]=[CH:6][CH:5]=[CH:4][CH:3]=1.O.O.Cl[Sn]Cl.CCOC(C)=O>CO>[NH2:27][C:11]1[CH:10]=[C:9]([O:8][CH2:1][C:2]2[CH:3]=[CH:4][CH:5]=[CH:6][CH:7]=2)[C:24]([O:25][CH3:26])=[CH:23][C:12]=1[C:13]([N:15]1[CH2:19][C@H:18]([OH:20])[CH2:17][C@H:16]1[CH2:21][OH:22])=[O:14] |f:1.2.3|. Reported procedure: A mixture of diol 20 (26 g, 64.6 mmol, 1.0 equiv.) and SnCl2.2H2O (72.9 g, 323 mmol, 5.0 equiv.) in MeOH (300 mL), was heated at reflux and the progress of the reaction monitored by TLC (EtOAc). After 3 h, the MeOH was evaporated in vacuo and the resulting residue was cooled and treated carefully with saturated NaHCO3 (400 mL). The mixture was diluted with EtOAc (800 mL), and after 12 h stirring at room temperature the inorganic precipitate was removed by filtration through celite. The organic l... Starting materials: ClC(=O)OC1=CC=C(C=C1)[N+](=O)[O-] (4-nitrophenyl chloroformate), C(C)(C)N(CC)C(C)C (diisopropylethylamine), CO\C(\C(=O)OC)=C/C1=CC=C(C=C1)C1=CC(=CC=C1)NC (methyl (Z)-2-methoxy-3-(3′-methylaminobiphenyl-4-yl)acrylate). Reaction conditions: time 2 hour. The product is CO\C(\C(=O)OC)=C/C1=CC=C(C=C1)C1=CC(=CC=C1)N(C(=O)OC1=CC=C(C=C1)[N+](=O)[O-])C (methyl (Z)-2-methoxy-3-{3′-[methyl-(4-nitrophenoxycarbonyl)amino]biphenyl-4-yl}acrylate). Isolated yield 99.4%. As a reaction SMILES: Cl[C:2]([O:4][C:5]1[CH:10]=[CH:9][C:8]([N+:11]([O-:13])=[O:12])=[CH:7][CH:6]=1)=[O:3].C(N(C(C)C)CC)(C)C.[CH3:23][O:24]/[C:25](=[CH:30]\[C:31]1[CH:36]=[CH:35][C:34]([C:37]2[CH:42]=[CH:41][CH:40]=[C:39]([NH:43][CH3:44])[CH:38]=2)=[CH:33][CH:32]=1)/[C:26]([O:28][CH3:29])=[O:27]>>[CH3:23][O:24]/[C:25](=[CH:30]\[C:31]1[CH:36]=[CH:35][C:34]([C:37]2[CH:42]=[CH:41][CH:40]=[C:39]([N:43]([CH3:44])[C:2]([O:4][C:5]3[CH:10]=[CH:9][C:8]([N+:11]([O-:13])=[O:12])=[CH:7][CH:6]=3)=[O:3])[CH:38]=2)=[CH:33][CH:32]=1)/[C:26]([O:28][CH3:29])=[O:27]. Procedure details: 3.9 g (19.4 mmol) of 4-nitrophenyl chloroformate and then 3.4 mL (19.4 mmol) of diisopropylethylamine are added to a solution of 4.8 g (16.1 mmol) of methyl (Z)-2-methoxy-3-(3′-methylaminobiphenyl-4-yl)acrylate. The reaction medium is stirred at room temperature for 2 hours. The reaction medium is hydrolyzed and then extracted with dichloromethane. The organic phase is washed with water, dried over magnesium sulfate, filtered and evaporated. 7.4 g (100%) of methyl (Z)-2-methoxy-3-{3′-[methyl-(4-... Starting materials: Nc1cccc(-c2c(Cc3ccccc3)cnc3c(C(F)(F)F)cccc23)c1, CN(C)c1ccc(C=O)c2ccccc12. Yields the product CN(C)c1ccc(CNc2cccc(-c3c(Cc4ccccc4)cnc4c(C(F)(F)F)cccc34)c2)c2ccccc12. Reaction SMILES: [CH2:1]([c:2]1[cH:3][cH:4][cH:5][cH:6][cH:7]1)[c:8]1[cH:9][n:10][c:11]2[c:12]([C:25]([F:26])([F:27])[F:28])[cH:13][cH:14][cH:15][c:16]2[c:17]1-[c:18]1[cH:19][c:20]([NH2:24])[cH:21][cH:22][cH:23]1.[CH3:29][N:30]([c:31]1[cH:32][cH:33][c:34]([CH:41]=[O:42])[c:35]2[cH:36][cH:37][cH:38][cH:39][c:40]12)[CH3:43]>>[CH2:1]([c:2]1[cH:3][cH:4][cH:5][cH:6][cH:7]1)[c:8]1[cH:9][n:10][c:11]2[c:12]([C:25]([F:26])([F:27])[F:28])[cH:13][cH:14][cH:15][c:16]2[c:17]1-[c:18]1[cH:19][c:20]([NH:24][CH2:41][c:34]2[cH:33][cH:32][c:31]([N:30]([CH3:29])[CH3:43])[c:40]3[c:35]2[cH:36][cH:37][cH:38][cH:39]3)[cH:21][cH:22][cH:23]1. Yields the product COC1=NC=C(C=C1)S(=O)(=O)C (2-methoxy-5-(methylsulfonyl)pyridine). As a reaction SMILES: CS([C:5]1[CH:10]=[CH:9][C:8]([S:11]([CH3:14])(=[O:13])=[O:12])=[CH:7][N:6]=1)(=O)=O.[CH3:15][O-:16].[Na+].CO>CO>[CH3:15][O:16][C:5]1[CH:10]=[CH:9][C:8]([S:11]([CH3:14])(=[O:13])=[O:12])=[CH:7][N:6]=1 |f:1.2.3|. Conditions: temperature 50 celsius. Solvent: CO (methanol). The reactants are CS(=O)(=O)C1=NC=C(C=C1)S(=O)(=O)C (2,5-bis(methylsulfonyl)pyridine), C[O-].[Na+].CO (sodium methoxide methanol). Procedure: A suspension was prepared from 23.5 g of 2,5-bis(methylsulfonyl)pyridine and 200 ml of methanol and this was stirred rapidly under nitrogen while 24 ml of 25% sodium methoxide/methanol was added. This mixture was warmed to 50° C. for 20 minutes to give a homogeneous black solution. The solvent was removed by evaporation under reduced pressure and the resulting slurry was partitioned between ethyl acetate and water. The ethyl acetate layer was washed with aqueous saturated sodium chloride solutio... The reactants are [H-].[Na+] (sodium hydride), FC1=CC=CC=C1 (fluorobenzene), C(C1=CC=CC=C1)N1CC(C(C1)O)O (1-benzyl-3,4-dihydroxypyrrolidine), ( I ). The solvent is CN(C=O)C (dimethylformamide), CN(C=O)C (dimethylformamide). Reaction conditions: temperature 50 celsius. Yields the product O(C1=CC=CC=C1)[C@@H]1[C@@H](CN(C1)CC1=CC=CC=C1)O (Cis-4-phenoxy-1-phenylmethyl-3-pyrrolidinol). RXN SMILES: [H-].[Na+].[CH2:3]([N:10]1[CH2:14][CH:13]([OH:15])[CH:12]([OH:16])[CH2:11]1)[C:4]1[CH:9]=[CH:8][CH:7]=[CH:6][CH:5]=1.F[C:18]1[CH:23]=[CH:22][CH:21]=[CH:20][CH:19]=1>CN(C)C=O>[O:15]([C@H:13]1[CH2:14][N:10]([CH2:3][C:4]2[CH:5]=[CH:6][CH:7]=[CH:8][CH:9]=2)[CH2:11][C@H:12]1[OH:16])[C:18]1[CH:23]=[CH:22][CH:21]=[CH:20][CH:19]=1 |f:0.1|. Procedure: A slurry of 2.4 g. (0.1 mole) of sodium hydride (4.2 g. of 57% oil dispersion, washed with ether to remove the oil) in 30 ml. of dimethylformamide was stirred while a solution of 19.3 g. (0.1 mole) of 1-benzyl-3,4-dihydroxypyrrolidine, cis isomer, (I) in 30 ml. of dimethylformamide was added dropwise. The mixture was heated at 50° C. for 1 hr., then a solution of 19.2 g. (0.2 mole) of fluorobenzene in 30 ml. of dimethylformamide was added in one portion. The mixture was heated at 90° C. for 18 h... Reactants: F(CF2)8 (CH2)6Br, azoisobutyronitrile, alkane iodide, AIBN, C(CCC)[SnH](CCCC)CCCC (tri-n-butyl tin hydride), F(CF2)8 (CH2)6OH, C(Br)(Br)(Br)Br (carbon tetrabromide), O1CCCC1.C(Cl)Cl (tetrahydrofuran CH2Cl2), C(CCC)[Sn](CCCC)CCCC (tributyl tin), C1(=CC=CC=C1)P(C1=CC=CC=C1)C1=CC=CC=C1 (triphenylphosphine), F(CF2)8 (CH2)6OH, FC(C(C(C(C(C(C(C(F)(F)F)(F)F)(F)F)(F)F)(F)F)(F)F)(F)F)(F)I (perfluorooctyl iodide), omega-hexene-1-ol. Run in CO (methanol), C1(=CC=CC=C1)C (toluene). Run at temperature 80 celsius, time 5 hour. Yields the product F(CF2)8 (CH2)6Br, C1(=CC=CC=C1)P(C1=CC=CC=C1)(C1=CC=CC=C1)=O (triphenylphosphine oxide). RXN SMILES: FC(I)(F)C(F)(F)[C:4](F)(F)[C:5](F)(F)[C:6](F)(F)[C:7](F)(F)[C:8](F)(F)[C:9](F)(F)F.C([SnH](CCCC)CCCC)CCC.C([Sn](CCCC)CCCC)CCC.C(Br)(Br)(Br)Br.[C:58]1([P:64](C2C=CC=CC=2)[C:65]2[CH:70]=[CH:69][CH:68]=[CH:67][CH:66]=2)[CH:63]=[CH:62][CH:61]=[CH:60][CH:59]=1.[O:77]1CCCC1.C(Cl)Cl>CO.C1(C)C=CC=CC=1>[C:58]1([P:64](=[O:77])([C:4]2[CH:5]=[CH:6][CH:7]=[CH:8][CH:9]=2)[C:65]2[CH:70]=[CH:69][CH:68]=[CH:67][CH:66]=2)[CH:63]=[CH:62][CH:61]=[CH:60][CH:59]=1 |f:5.6,^1:40|. Procedure: The F(CF2)8 (CH2)6Br was prepared as follows: In a 100 ml three-necked flask equipped with a condenser, bubbler, nitrogen inlet and magnetic stirrer, 30 mmol (16.38 g) of perfluorooctyl iodide and 45 mmol omega-hexene-1-ol (99%) were placed in an oil bath and heated to 80° C. Then 82 mg (0.5 mmol) azoisobutyronitrile (AIBN) was added in small portions over 45 minutes, and then reaction was carried out with stirring for 5 hours. The raw wax-like semifluorinated alkane iodide, in a small flask, wa...